This data is from the Open Reaction Database (ORD), a public repository of structured organic reaction records. The task is: describe an organic reaction: reactants, conditions, products, and yield Reactants: CC(C)(C)[Si](OC=1C=CC2=C(C=CC3=C(N=C(O3)C)C2C=2C(NC(NC2)=O)=O)C1)(C)C ((±)-5-[7-[(1,1-Dimethylethyl)dimethylsiloxy]-2-methyl-4H-benzo[5,6]cyclohepta[1,2-d]oxazol-4-yl]-2,4(1H,3H)-pyrimidinedione), ClC1=NC=CC(=N1)Cl (2,4-dichloropyrimidine), C([O-])([O-])=O.[Cs+].[Cs+] (cesium carbonate). Run in CN(C=O)C (N,N-dimethylformamide). Run at time 4 hour. The product is ClC1=NC=CC(=N1)N1C(NC(C(=C1)C1C2=C(C=CC3=C1N=C(O3)C)C=C(C=C2)O[Si](C)(C)C(C)(C)C)=O)=O ((±)-1-(2-Chloropyrimidin-4-yl)-5-[7-[(1,1-dimethylethyl)dimethylsiloxy]-2-methyl-4H-benzo[5,6]cyclohepta[1,2-d]oxazol-4-yl]-2,4(1H,3H)-pyrimidinedione). Reaction SMILES: [CH3:1][C:2]([Si:5]([CH3:31])([CH3:30])[O:6][C:7]1[CH:8]=[CH:9][C:10]2[CH:20]([C:21]3[C:22](=[O:28])[NH:23][C:24](=[O:27])[NH:25][CH:26]=3)[C:15]3[N:16]=[C:17]([CH3:19])[O:18][C:14]=3[CH:13]=[CH:12][C:11]=2[CH:29]=1)([CH3:4])[CH3:3].[Cl:32][C:33]1[N:38]=[C:37](Cl)[CH:36]=[CH:35][N:34]=1.C(=O)([O-])[O-].[Cs+].[Cs+]>CN(C)C=O>[Cl:32][C:33]1[N:38]=[C:37]([N:25]2[CH:26]=[C:21]([CH:20]3[C:15]4[N:16]=[C:17]([CH3:19])[O:18][C:14]=4[CH:13]=[CH:12][C:11]4[CH:29]=[C:7]([O:6][Si:5]([C:2]([CH3:1])([CH3:3])[CH3:4])([CH3:30])[CH3:31])[CH:8]=[CH:9][C:10]3=4)[C:22](=[O:28])[NH:23][C:24]2=[O:27])[CH:36]=[CH:35][N:34]=1 |f:2.3.4|. Procedure details: A mixture of the product from step (viii) (0.35 g), 2,4-dichloropyrimidine (0.18 g) and cesium carbonate (0.26 g) in N,N-dimethylformamide (10 ml) was stirred at room temperature for 4 hours. The mixture was partitioned between water and ethyl acetate, the organic phase washed with water, dried (MgSO4) and evaporated under reduced pressure. Purification was by chromatography eluting with 50-80% ethyl acetate in isohexane. Starting materials: COC(=O)c1cc(F)ccc1CNC(=O)c1nc2n(c(=O)c1OCc1ccccc1)CCOC2(C)C, CC#N, CO, [Na+], [OH-]. Yields the product CC1(C)OCCn2c1nc(C(=O)NCc1ccc(F)cc1C(=O)O)c(OCc1ccccc1)c2=O. RXN SMILES: [CH2:1]([c:2]1[cH:3][cH:4][cH:5][cH:6][cH:7]1)[O:8][c:9]1[c:10]([C:22](=[O:23])[NH:24][CH2:25][c:26]2[c:27]([C:28](=[O:29])[O:30][CH3:31])[cH:32][c:33]([F:36])[cH:34][cH:35]2)[n:11][c:12]2[n:17]([c:18]1=[O:19])[CH2:16][CH2:15][O:14][C:13]2([CH3:20])[CH3:21].[CH3:37][C:38]#[N:39].[CH3:42][OH:43].[Na+:41].[OH-:40]>>[CH2:1]([c:2]1[cH:3][cH:4][cH:5][cH:6][cH:7]1)[O:8][c:9]1[c:10]([C:22](=[O:23])[NH:24][CH2:25][c:26]2[c:27]([C:28](=[O:29])[OH:30])[cH:32][c:33]([F:36])[cH:34][cH:35]2)[n:11][c:12]2[n:17]([c:18]1=[O:19])[CH2:16][CH2:15][O:14][C:13]2([CH3:20])[CH3:21]. The reactants are COc1ccc(C2Sc3ccccc3NC(=O)C2O)cc1, CN(C)CCCl, CCO, CCO, CC(C)=O, Cl, Cl, [K+], [Na+], [Na+], O=S(=O)([O-])[O-], [OH-]. Product: COc1ccc(C2Sc3ccccc3N(CCN(C)C)C(=O)C2O)cc1, Cl. Reaction SMILES: [CH3:1][O:2][c:3]1[cH:4][cH:5][c:6]([CH:9]2[S:10][c:11]3[c:12]([cH:18][cH:19][cH:20][cH:21]3)[NH:13][C:14](=[O:17])[CH:15]2[OH:16])[cH:7][cH:8]1.[CH3:23][N:24]([CH2:25][CH2:26][Cl:27])[CH3:28].[CH3:39][CH2:40][OH:41].[CH3:42][CH2:43][OH:44].[CH3:45][C:46](=[O:47])[CH3:48].[ClH:22].[ClH:38].[K+:30].[Na+:31].[Na+:32].[O-:33][S:34](=[O:35])(=[O:36])[O-:37].[OH-:29]>>[CH3:1][O:2][c:3]1[cH:4][cH:5][c:6]([CH:9]2[S:10][c:11]3[c:12]([cH:18][cH:19][cH:20][cH:21]3)[N:13]([CH2:26][CH2:25][N:24]([CH3:23])[CH3:28])[C:14](=[O:17])[CH:15]2[OH:16])[cH:7][cH:8]1.[ClH:27]. The product is CC(O)(c1ccccc1)c1ccc(Br)c(F)c1. Reaction SMILES: [Br-:17].[Br:1][c:2]1[c:3]([F:16])[cH:4][c:5]([C:8](=[O:9])[c:10]2[cH:11][cH:12][cH:13][cH:14][cH:15]2)[cH:6][cH:7]1.[CH2:20]1[O:21][CH2:22][CH2:23][CH2:24]1.[CH3:18][Mg+:19]>>[Br:1][c:2]1[c:3]([F:16])[cH:4][c:5]([C:8]([OH:9])([c:10]2[cH:11][cH:12][cH:13][cH:14][cH:15]2)[CH3:18])[cH:6][cH:7]1. Starting materials: [Br-], O=C(c1ccccc1)c1ccc(Br)c(F)c1, C1CCOC1, C[Mg+]. Starting materials: NCC=1C=C(C(=O)OC)C=C(C1)[N+](=O)[O-] (methyl 3-aminomethyl-5-nitrobenzoate), [Li+].[OH-] (LiOH). The solvent is C1CCOC1 (THF), O (water). Conditions: time 2.5 hour. Product: NCC=1C=C(C(=O)O)C=C(C1)[N+](=O)[O-] (3-Aminomethyl-5-nitrobenzoic acid). RXN SMILES: [NH2:1][CH2:2][C:3]1[CH:4]=[C:5]([CH:10]=[C:11]([N+:13]([O-:15])=[O:14])[CH:12]=1)[C:6]([O:8]C)=[O:7].[Li+].[OH-]>C1COCC1.O>[NH2:1][CH2:2][C:3]1[CH:4]=[C:5]([CH:10]=[C:11]([N+:13]([O-:15])=[O:14])[CH:12]=1)[C:6]([OH:8])=[O:7] |f:1.2|. Procedure details: To a solution of methyl 3-aminomethyl-5-nitrobenzoate (5890 mg, 28 mmol) in THF (100 mL) was added a solution of LiOH (2350 mg, 56 mmol) in water (100 mL) and the mixture was stirred at r.t. for 2.5 hours. THF was evaporated and the aqueous solution was washed with Et2O (100 mL). The solution was neutralized with concentrated HCl (6 mL) and evaporated in vacuo. To a solution of evaporated residue in water (150 mL) and concentrated HCl (3 mL) was added 1N LiOH (50 mL). Brown fine needles were pre...